This data is from the Open Reaction Database (ORD), a public repository of structured organic reaction records. The task is: describe an organic reaction: reactants, conditions, products, and yield Reactants: O=N[O-], [Na+], CCOC(=O)Cn1c(=O)sc2cc(N)c(Cl)cc21, O, c1ccccc1. Yields the product CCOC(=O)Cn1c(=O)sc2cc(-c3ccccc3)c(Cl)cc21. As a reaction SMILES: [N:19]([O-:20])=[O:21].[Na+:22].[O:1]=[c:2]1[s:3][c:4]2[c:5]([n:6]1[CH2:7][C:8](=[O:9])[O:10][CH2:11][CH3:12])[cH:13][c:14]([Cl:18])[c:15]([NH2:17])[cH:16]2.[OH2:29].[cH:23]1[cH:24][cH:25][cH:26][cH:27][cH:28]1>>[O:1]=[c:2]1[s:3][c:4]2[c:5]([n:6]1[CH2:7][C:8](=[O:9])[O:10][CH2:11][CH3:12])[cH:13][c:14]([Cl:18])[c:15](-[c:23]1[cH:24][cH:25][cH:26][cH:27][cH:28]1)[cH:16]2. Starting materials: C(C)(C)(C)OC(NC1CN(CC1)CC1=CC=C(C=C1)F)=O ([1-(4-fluoro-benzyl)-pyrrolidin-3-yl]-carbamic acid tert-butyl ester), Cl (HCl). Run in CO (MeOH), CCOC(=O)C (AcOEt). Reaction conditions: temperature 25 celsius, time 12 hour. Yields the product Cl.Cl.FC1=CC=C(CN2C[C@@H](CC2)N)C=C1 ((3R)-1-(4-fluorobenzyl)-3-pyrrolidinamine dihydrochloride). RXN SMILES: C(OC(=O)[NH:7][CH:8]1[CH2:12][CH2:11][N:10]([CH2:13][C:14]2[CH:19]=[CH:18][C:17]([F:20])=[CH:16][CH:15]=2)[CH2:9]1)(C)(C)C.[ClH:22]>CO.CCOC(C)=O>[ClH:22].[ClH:22].[F:20][C:17]1[CH:16]=[CH:15][C:14]([CH2:13][N:10]2[CH2:11][CH2:12][C@@H:8]([NH2:7])[CH2:9]2)=[CH:19][CH:18]=1 |f:4.5.6|. Reported procedure: To a solution of (3R)-(+)-3-(tert-butoxycarbonylamino)pyrrolidine (5.0 g) in DMF (50 ml) was added 4-fluorobenzoylchloride (3.38 ml) and N,N-diisopropylethylamine (9.35 ml), the mixture was stirred at 70° C. for 2 hours. The mixed solution was poured into a mixture of water (300 ml) and AcOEt (300 ml). The organic layer was separated, washed with water twice and brine, dried over sodium sulfate and concentrated in vacuo. The residue was purified by silica gel column chromatography eluted with 5%...